This data is from the Open Reaction Database (ORD), a public repository of structured organic reaction records. The task is: describe an organic reaction: reactants, conditions, products, and yield Starting materials: COc1ccccc1CCl, [H-], [Na+], OC1COC(c2ccccc2)OC1. Product: COc1ccccc1COC1COC(c2ccccc2)OC1. Reaction SMILES: [CH3:16][O:17][c:18]1[c:19]([CH2:20][Cl:21])[cH:22][cH:23][cH:24][cH:25]1.[H-:14].[Na+:15].[OH:1][CH:2]1[CH2:3][O:4][CH:5]([c:8]2[cH:9][cH:10][cH:11][cH:12][cH:13]2)[O:6][CH2:7]1>>[O:1]([CH:2]1[CH2:3][O:4][CH:5]([c:8]2[cH:9][cH:10][cH:11][cH:12][cH:13]2)[O:6][CH2:7]1)[CH2:20][c:19]1[c:18]([O:17][CH3:16])[cH:25][cH:24][cH:23][cH:22]1. Reactants: ClC1=C2C(=NC=C1)N(C=C2C=2C=C(CNC(OC(C)(C)C)=O)C=CC2)S(=O)(=O)C2=CC=CC=C2 (tert-butyl 3-(4-chloro-1-(phenylsulfonyl)-1H-pyrrolo[2,3-b]pyridin-3-yl)benzylcarbamate). Solvent: Cl (HCl), C(C)(=O)OCC (ethyl acetate). Conditions: time 8 hour. Product: ClC1=C2C(=NC=C1)N(C=C2C=2C=C(C=CC2)CN)S(=O)(=O)C2=CC=CC=C2 ((3-(4-chloro-1-(phenylsulfonyl)-1H-pyrrolo[2,3-b]pyridin-3-yl)phenyl)methanamine). The yield is 77.6%. RXN SMILES: [Cl:1][C:2]1[CH:7]=[CH:6][N:5]=[C:4]2[N:8]([S:26]([C:29]3[CH:34]=[CH:33][CH:32]=[CH:31][CH:30]=3)(=[O:28])=[O:27])[CH:9]=[C:10]([C:11]3[CH:12]=[C:13]([CH:23]=[CH:24][CH:25]=3)[CH2:14][NH:15]C(=O)OC(C)(C)C)[C:3]=12>Cl.C(OCC)(=O)C>[Cl:1][C:2]1[CH:7]=[CH:6][N:5]=[C:4]2[N:8]([S:26]([C:29]3[CH:34]=[CH:33][CH:32]=[CH:31][CH:30]=3)(=[O:28])=[O:27])[CH:9]=[C:10]([C:11]3[CH:12]=[C:13]([CH2:14][NH2:15])[CH:23]=[CH:24][CH:25]=3)[C:3]=12. Procedure details: tert-butyl 3-(4-chloro-1-(phenylsulfonyl)-1H-pyrrolo[2,3-b]pyridin-3-yl)benzylcarbamate (50 mg) was dissolved in a solution of HCl in ethyl acetate, the reaction solution was stirred at room temperature overnight, the most of solvent was removed on a rotary evaporator and filtered to give the 31 mg of (3-(4-chloro-1-(phenylsulfonyl)-1H-pyrrolo[2,3-b]pyridin-3-yl)phenyl)methanamine as HCl salt. yield: 72.1%.